From a dataset of the Open Reaction Database (ORD), a public repository of structured organic reaction records. describe an organic reaction: reactants, conditions, products, and yield Reactants: COc1ccc(Cn2nc(C)c3c(Oc4ccc(-c5cnc(NCC6CC6)n(C)c5=O)cc4F)ccnc32)cc1, O=C(O)C(F)(F)F. Product: Cc1n[nH]c2nccc(Oc3ccc(-c4cnc(NCC5CC5)n(C)c4=O)cc3F)c12. As a reaction SMILES: [CH:1]1([CH2:4][NH:5][c:6]2[n:7][cH:8][c:9](-[c:14]3[cH:15][c:16]([F:40])[c:17]([O:20][c:21]4[c:22]5[c:23]([n:24][cH:25][cH:26]4)[n:27]([CH2:31][c:32]4[cH:33][cH:34][c:35]([O:36][CH3:37])[cH:38][cH:39]4)[n:28][c:29]5[CH3:30])[cH:18][cH:19]3)[c:10](=[O:13])[n:11]2[CH3:12])[CH2:2][CH2:3]1.[F:41][C:42]([F:43])([F:44])[C:45]([OH:46])=[O:47]>>[CH:1]1([CH2:4][NH:5][c:6]2[n:7][cH:8][c:9](-[c:14]3[cH:15][c:16]([F:40])[c:17]([O:20][c:21]4[c:22]5[c:23]([n:24][cH:25][cH:26]4)[nH:27][n:28][c:29]5[CH3:30])[cH:18][cH:19]3)[c:10](=[O:13])[n:11]2[CH3:12])[CH2:2][CH2:3]1. Starting materials: FC1=CC=C(C=C1)C(C(C(=O)OCC)CC1=NC(=CC=C1)OC(C(F)F)(F)F)=O (ethyl 3-(4-fluorophenyl)-3-oxo-2-{[6-(1,1,2,2-tetrafluoroethoxy)pyridin-2-yl]methyl}propanoate), O (water), Cl (hydrochloric acid), [BH4-].[Na+] (sodium borohydride). Reagents/catalysts: [Cl-].[Zn+2].[Cl-] (zinc chloride). Run in C(C)OCC (diethyl ether), C(C)OCC (diethyl ether). Conditions: time 30 minute. Product: FC1=CC=C(C=C1)C(C(C(=O)OCC)CC1=NC(=CC=C1)OC(C(F)F)(F)F)O (ethyl (2RS,3RS)-3-(4-fluorophenyl)-3-hydroxy-2-{[6-(1,1,2,2-tetrafluoroethoxy)pyridin-2-yl]methyl}propanoate). Reaction SMILES: [BH4-].[Na+].[F:3][C:4]1[CH:9]=[CH:8][C:7]([C:10](=[O:31])[CH:11]([CH2:17][C:18]2[CH:23]=[CH:22][CH:21]=[C:20]([O:24][C:25]([F:30])([F:29])[CH:26]([F:28])[F:27])[N:19]=2)[C:12]([O:14][CH2:15][CH3:16])=[O:13])=[CH:6][CH:5]=1.Cl.O>C(OCC)C.[Cl-].[Zn+2].[Cl-]>[F:3][C:4]1[CH:9]=[CH:8][C:7]([CH:10]([OH:31])[CH:11]([CH2:17][C:18]2[CH:23]=[CH:22][CH:21]=[C:20]([O:24][C:25]([F:29])([F:30])[CH:26]([F:27])[F:28])[N:19]=2)[C:12]([O:14][CH2:15][CH3:16])=[O:13])=[CH:6][CH:5]=1 |f:0.1,6.7.8|. Reported procedure: To a solution of zinc chloride (915 mg, 6.71 mmol) in diethyl ether (20 ml) was added sodium borohydride (508 mg, 13.4 mmol), and the mixture was-stirred at room temperature for 30 min. Insoluble material was filtered off, and a solution of ethyl 3-(4-fluorophenyl)-3-oxo-2-{[6-(1,1,2,2-tetrafluoroethoxy)pyridin-2-yl]methyl}propanoate (1.40 g, 3.35 mmol) in diethyl ether (10 ml) was added to the filtrate at 0° C. The mixture was stirred for 30 min. and 1N hydrochloric acid was added to the reacti... The product is COC(=O)C=1C=C(C=CC1F)C1=CC=C(C=C1)C(CC(=O)C1=CC(=NC=C1)C)C1=C(C=CC=C1)C (4-Fluoro-4′-[3-(2-methyl-pyridin-4-yl)-3-oxo-1-o-tolyl-propyl]-biphenyl-3-carboxylic acid methyl ester). As a reaction SMILES: Br[C:2]1[CH:7]=[CH:6][C:5]([CH:8]([C:19]2[CH:24]=[CH:23][CH:22]=[CH:21][C:20]=2[CH3:25])[CH2:9][C:10]([C:12]2[CH:17]=[CH:16][N:15]=[C:14]([CH3:18])[CH:13]=2)=[O:11])=[CH:4][CH:3]=1.[F:26][C:27]1[CH:32]=[CH:31][C:30](B(O)O)=[CH:29][C:28]=1[C:36]([O:38][CH3:39])=[O:37]>>[CH3:39][O:38][C:36]([C:28]1[CH:29]=[C:30]([C:2]2[CH:3]=[CH:4][C:5]([CH:8]([C:19]3[CH:24]=[CH:23][CH:22]=[CH:21][C:20]=3[CH3:25])[CH2:9][C:10]([C:12]3[CH:17]=[CH:16][N:15]=[C:14]([CH3:18])[CH:13]=3)=[O:11])=[CH:6][CH:7]=2)[CH:31]=[CH:32][C:27]=1[F:26])=[O:37]. Procedure: In analogy to example 74, step 6, from 3-(4-bromo-phenyl)-1-(2-methyl-pyridin-4-yl)-3-o-tolyl-propan-1-one and (4-fluoro-3-methoxycarbonylphenyl)boronic acid was prepared the title compound as a yellow oil, MS (ESI+): m/z=468.1977 ([M+H]+). The reactants are BrC1=CC=C(C=C1)C(CC(=O)C1=CC(=NC=C1)C)C1=C(C=CC=C1)C (3-(4-bromo-phenyl)-1-(2-methyl-pyridin-4-yl)-3-o-tolyl-propan-1-one), FC1=C(C=C(C=C1)B(O)O)C(=O)OC ((4-fluoro-3-methoxycarbonylphenyl)boronic acid). Reactants: COC1=CC=2CC[C@H]3[C@@H]4CCC([C@@]4(C)CC[C@@H]3C2C=C1)=O (3-methoxy-estra-1,3,5(10)-trien-17-one), CCCCCCO (N-hexanol), alcohol. The product is C(CCCCC)OC1([C@]2(C)[C@@H](CC1)[C@@H]1CCC=3C=C(C=CC3[C@H]1CC2)OC)OCCCCCC (17,17-di-n-hexyloxy-3-methoxy-estra-1,3,5(10)-triene). Reaction SMILES: [CH3:1][O:2][C:3]1[CH:20]=[CH:19][C:18]2[C@@H:17]3[C@H:8]([C@H:9]4[C@@:13]([CH2:15][CH2:16]3)([CH3:14])[C:12](=[O:21])[CH2:11][CH2:10]4)[CH2:7][CH2:6][C:5]=2[CH:4]=1.[CH3:22][CH2:23][CH2:24][CH2:25][CH2:26][CH2:27][OH:28]>>[CH2:19]([O:21][C:12]1([O:28][CH2:27][CH2:26][CH2:25][CH2:24][CH2:23][CH3:22])[CH2:11][CH2:10][C@H:9]2[C@H:8]3[C@H:17]([CH2:16][CH2:15][C@:13]12[CH3:14])[C:18]1[CH:19]=[CH:20][C:3]([O:2][CH3:1])=[CH:4][C:5]=1[CH2:6][CH2:7]3)[CH2:20][CH2:3][CH2:4][CH2:5][CH3:18]. Reported procedure: 5 g of 3-methoxy-estra-1,3,5(10)-trien-17-one is reacted according to example 1a. N-hexanol is used as alcohol. The reaction mixture was used in the next step without a preceding working up.